describe an organic reaction: reactants, conditions, products, and yield From a dataset of the Open Reaction Database (ORD), a public repository of structured organic reaction records. Starting materials: C(C1=CC=CC=C1)(=O)NCC(CC1=C(C=CC(=C1)Br)Cl)=O (1-(3-benzoylamino-2-oxopropyl)-5-bromo-2-chlorobenzene), COC=1C=CC(=CC1)P2(=S)SP(=S)(S2)C=3C=CC(=CC3)OC (Lawesson reagent). The solvent is C1(=CC=CC=C1)C (toluene). The product is BrC=1C=CC(=C(C1)CC1=CN=C(S1)C1=CC=CC=C1)Cl (5-bromo-2-chloro-1-(2-phenyl-5-thiazolylmethyl)benzene). Yield: 72.5%. As a reaction SMILES: [C:1]([NH:9][CH2:10][C:11](=O)[CH2:12][C:13]1[CH:18]=[C:17]([Br:19])[CH:16]=[CH:15][C:14]=1[Cl:20])(=O)[C:2]1[CH:7]=[CH:6][CH:5]=[CH:4][CH:3]=1.COC1C=CC(P2(SP(C3C=CC(OC)=CC=3)(=S)S2)=[S:31])=CC=1>C1(C)C=CC=CC=1>[Br:19][C:17]1[CH:16]=[CH:15][C:14]([Cl:20])=[C:13]([CH2:12][C:11]2[S:31][C:1]([C:2]3[CH:7]=[CH:6][CH:5]=[CH:4][CH:3]=3)=[N:9][CH:10]=2)[CH:18]=1. Procedure details: To a solution of the above 1-(3-benzoylamino-2-oxopropyl)-5-bromo-2-chlorobenzene (710 mg) in toluene (20 ml) was added Lawesson reagent (2.35 g), and the mixture was heated under reflux for 2 hours. The reaction mixture was cooled, and the solvent was evaporated under reduced pressure. The residue was purified by silica gel column chromatography (hexane:ethyl acetate=90:10) to give the desired 5-bromo-2-chloro-1-(2-phenyl-5-thiazolylmethyl)benzene (512 mg) as a colorless solid. APCI-Mass m/Z 36... Starting materials: CCOC(=O)C(CC(C)C)c1cc(-c2ccc(C(F)(F)F)cc2)cc(C2CCN(CC=CC(C)C)CC2)c1, CO. The product is CCOC(=O)C(CC(C)C)c1cc(-c2ccc(C(F)(F)F)cc2)cc(C2CCN(CCCC(C)C)CC2)c1. RXN SMILES: [CH2:1]([CH3:2])[O:3][C:4]([CH:5]([CH2:6][CH:7]([CH3:8])[CH3:9])[c:10]1[cH:11][c:12](-[c:28]2[cH:29][cH:30][c:31]([C:34]([F:35])([F:36])[F:37])[cH:32][cH:33]2)[cH:13][c:14]([CH:16]2[CH2:17][CH2:18][N:19]([CH2:22][CH:23]=[CH:24][CH:25]([CH3:26])[CH3:27])[CH2:20][CH2:21]2)[cH:15]1)=[O:38].[CH3:39][OH:40]>>[CH2:1]([CH3:2])[O:3][C:4]([CH:5]([CH2:6][CH:7]([CH3:8])[CH3:9])[c:10]1[cH:11][c:12](-[c:28]2[cH:29][cH:30][c:31]([C:34]([F:35])([F:36])[F:37])[cH:32][cH:33]2)[cH:13][c:14]([CH:16]2[CH2:17][CH2:18][N:19]([CH2:22][CH2:23][CH2:24][CH:25]([CH3:26])[CH3:27])[CH2:20][CH2:21]2)[cH:15]1)=[O:38].